This data is from the Open Reaction Database (ORD), a public repository of structured organic reaction records. The task is: describe an organic reaction: reactants, conditions, products, and yield Reactants: CCCc1cc(CCC=O)n(C(C)(C)C)n1, Cc1ccc(N2CCNCC2)c(C)c1, CCN(C(C)C)C(C)C. Product: CCCc1cc(CCCN2CCN(c3ccc(C)cc3C)CC2)n(C(C)(C)C)n1. Reaction SMILES: [C:1]([CH3:2])([CH3:3])([CH3:4])[n:5]1[n:6][c:7]([CH2:14][CH2:15][CH3:16])[cH:8][c:9]1[CH2:10][CH2:11][CH:12]=[O:13].[CH3:17][c:18]1[c:19]([N:25]2[CH2:26][CH2:27][NH:28][CH2:29][CH2:30]2)[cH:20][cH:21][c:22]([CH3:24])[cH:23]1.[CH:31]([N:32]([CH2:33][CH3:34])[CH:35]([CH3:36])[CH3:37])([CH3:38])[CH3:39]>>[C:1]([CH3:2])([CH3:3])([CH3:4])[n:5]1[n:6][c:7]([CH2:14][CH2:15][CH3:16])[cH:8][c:9]1[CH2:10][CH2:11][CH2:12][N:28]1[CH2:27][CH2:26][N:25]([c:19]2[c:18]([CH3:17])[cH:23][c:22]([CH3:24])[cH:21][cH:20]2)[CH2:30][CH2:29]1. The reactants are Cl.N1=CC(=CC=C1)C1=CC=C(C(=O)O)C=C1 (4-(3-pyridyl)benzoic acid hydrochloride), Cl.ClC1=CC=C(/C=C/S(=O)(=O)N2CCNCC2)C=C1 (1-[(E)-4-chlorostyrylsulfonyl]piperazine hydrochloride). Yields the product Cl.ClC1=CC=C(/C=C/S(=O)(=O)N2CCN(CC2)C(C2=CC=C(C=C2)C=2C=NC=CC2)=O)C=C1 (1-[(E)-4-Chlorostyrylsulfonyl]-4-[4-(pyridin-3-yl)benzoyl]piperazine hydrochloride). RXN SMILES: Cl.[N:2]1[CH:7]=[CH:6][CH:5]=[C:4]([C:8]2[CH:16]=[CH:15][C:11]([C:12]([OH:14])=O)=[CH:10][CH:9]=2)[CH:3]=1.Cl.[Cl:18][C:19]1[CH:35]=[CH:34][C:22](/[CH:23]=[CH:24]/[S:25]([N:28]2[CH2:33][CH2:32][NH:31][CH2:30][CH2:29]2)(=[O:27])=[O:26])=[CH:21][CH:20]=1>>[ClH:18].[Cl:18][C:19]1[CH:20]=[CH:21][C:22](/[CH:23]=[CH:24]/[S:25]([N:28]2[CH2:33][CH2:32][N:31]([C:12](=[O:14])[C:11]3[CH:10]=[CH:9][C:8]([C:4]4[CH:3]=[N:2][CH:7]=[CH:6][CH:5]=4)=[CH:16][CH:15]=3)[CH2:30][CH2:29]2)(=[O:26])=[O:27])=[CH:34][CH:35]=1 |f:0.1,2.3,4.5|. Reported procedure: In the same manner as in Example A-17 except for the use, as starting materials, of 4-(3-pyridyl)benzoic acid hydrochloride and 1-[(E)-4-chlorostyrylsulfonyl]piperazine hydrochloride, a reaction was conducted, whereby the title compound was obtained.